This data is from the Open Reaction Database (ORD), a public repository of structured organic reaction records. The task is: describe an organic reaction: reactants, conditions, products, and yield Starting materials: BrC=1C=CC(=C(C(=O)C2=C(C=CC=C2)F)C1)N1C(=NN=C1CN1C(C=2C(C1=O)=CC=CC2)=O)CN2C(C=1C(C2=O)=CC=CC1)=O (5-bromo-2'-fluoro-2-[3,5-bis(phthalimidomethyl)-4H-1,2,4-triazol-4-yl]benzophenone), O.NN (hydrazine hydrate). The solvent is C(C)O (ethanol). The product is BrC=1C=CC2=C(C(=NCC=3N2C(=NN3)CN)C3=C(C=CC=C3)F)C1 (8-bromo-1-(aminomethyl)-6-(o-fluorophenyl)-4H-s-triazolo[4,3-a][1,4]benzodiazepine). Reaction SMILES: [Br:1][C:2]1[CH:3]=[CH:4][C:5]([N:17]2[C:21]([CH2:22][N:23]3C(=O)C4=CC=CC=C4C3=O)=[N:20][N:19]=[C:18]2[CH2:34][N:35]2C(=O)C3=CC=CC=C3C2=O)=[C:6]([CH:16]=1)[C:7]([C:9]1[CH:14]=[CH:13][CH:12]=[CH:11][C:10]=1[F:15])=O.O.NN>C(O)C>[Br:1][C:2]1[CH:3]=[CH:4][C:5]2[N:17]3[C:18]([CH2:34][NH2:35])=[N:19][N:20]=[C:21]3[CH2:22][N:23]=[C:7]([C:9]3[CH:14]=[CH:13][CH:12]=[CH:11][C:10]=3[F:15])[C:6]=2[CH:16]=1 |f:1.2|. Procedure: In the manner given in Example 22, 5-bromo-2'-fluoro-2-[3,5-bis(phthalimidomethyl)-4H-1,2,4-triazol-4-yl]benzophenone in ethanol is heated with hydrazine hydrate to give 8-bromo-1-(aminomethyl)-6-(o-fluorophenyl)-4H-s-triazolo[4,3-a][1,4]benzodiazepine.